Task: describe an organic reaction: reactants, conditions, products, and yield. Dataset: the Open Reaction Database (ORD), a public repository of structured organic reaction records Starting materials: FC=1C(=NC=CC1)[C@H](C1=CC=C(C=C1)OC(F)(F)F)NC(=O)C1=NC=C(C(=O)OC)C=C1 ((S)-methyl 6-(((3-fluoro-pyridin-2-yl)(4-(trifluoromethoxy)phenyl)methyl)carbamoyl)nicotinate), O.[OH-].[Li+] (lithium hydroxide monohydrate), Cl.FC(C1=CC=C(C=C1)[C@H](N)C1=NC=CC=C1C(F)(F)F)(F)F ((S)-(4-(trifluoromethyl)-phenyl)(3-(trifluoromethyl)pyridin-2-yl)methanamine hydrochloride), COOC(=O)C=1C=CC(=NC1)C(=O)O (5-((methylperoxy)carbonyl)picolinic acid). Run in O (H2O), C1CCOC1 (THF), CC(=O)O (AcOH). Conditions: temperature 23 celsius, time 2 minute. Yields the product FC=1C(=NC=CC1)[C@H](C1=CC=C(C=C1)OC(F)(F)F)NC(=O)C1=NC=C(C(=O)O)C=C1 ((S)-6-(((3-Fluoropyridin-2-yl)(4-(trifluoromethoxy)phenyl)-methyl)carbamoyl)nicotinic acid). Reaction SMILES: [F:1][C:2]1[C:3]([C@@H:8]([NH:20][C:21]([C:23]2[CH:32]=[CH:31][C:26]([C:27]([O:29]C)=[O:28])=[CH:25][N:24]=2)=[O:22])[C:9]2[CH:14]=[CH:13][C:12]([O:15][C:16]([F:19])([F:18])[F:17])=[CH:11][CH:10]=2)=[N:4][CH:5]=[CH:6][CH:7]=1.Cl.FC(F)(F)C1C=CC([C@@H](C2C(C(F)(F)F)=CC=CN=2)N)=CC=1.COOC(C1C=CC(C(O)=O)=NC=1)=O.O.[OH-].[Li+]>CC(O)=O.O.C1COCC1>[F:1][C:2]1[C:3]([C@@H:8]([NH:20][C:21]([C:23]2[CH:32]=[CH:31][C:26]([C:27]([OH:29])=[O:28])=[CH:25][N:24]=2)=[O:22])[C:9]2[CH:14]=[CH:13][C:12]([O:15][C:16]([F:19])([F:17])[F:18])=[CH:11][CH:10]=2)=[N:4][CH:5]=[CH:6][CH:7]=1 |f:1.2,4.5.6|. Procedure: To a 150 mL round bottom flask containing (S)-methyl 6-(((3-fluoro-pyridin-2-yl)(4-(trifluoromethoxy)phenyl)methyl)carbamoyl)nicotinate (250 mg, 0.556 mmol) (prepared using the general coupling procedure Table 2 with Intermediate 1 and 5-((methylperoxy)carbonyl)picolinic acid) were added THF (6 mL) and H2O (2 mL). The resulting mixture was stirred at 23° C. for 2 min. At this time, lithium hydroxide monohydrate (61.8 μL, 2.23 mmol) was added and the reaction was stirred for 3 h. The bulk of the ... The reactants are C1(=CC=CC=C1)C (toluene), COC1=C(C=CC(=C1)CNCCCNCCCCNCCCN)O.ClC1=NC(=CC(=N1)NC(C1=CC=C(C=C1)OCC(OCC)OCC)CC)CC (dl-5 chloro-6-ethyl-4-[α-ethyl-4-(2,2-diethoxyethoxy)benzyl]aminopyrimidine), Cl (hydrochloric acid), Cl.CON (methoxyamine hydrochloride). Run in C(C)(=O)OCC (ethyl acetate), C(C)O (ethanol). Conditions: temperature 60 celsius, time 2 hour. The product is COC1=C(C=CC(=C1)CNCCCNCCCCNCCCN)O.ClC1=NC(=CC(=N1)NC(C1=CC=C(C=C1)OCC=NOC)CC)CC (dl-5 chloro-6-ethyl-4-[α-ethyl-4-(2-methoxyiminoethoxy)benzyl]aminopyrimidine). The yield is 42.6%. RXN SMILES: [CH3:1][O:2][C:3]1[CH:8]=[C:7]([CH2:9][NH:10][CH2:11][CH2:12][CH2:13][NH:14][CH2:15][CH2:16][CH2:17][CH2:18][NH:19][CH2:20][CH2:21][CH2:22][NH2:23])[CH:6]=[CH:5][C:4]=1[OH:24].[Cl:25][C:26]1[N:31]=[C:30]([NH:32][CH:33]([CH2:49][CH3:50])[C:34]2[CH:39]=[CH:38][C:37]([O:40][CH2:41][CH:42](OCC)OCC)=[CH:36][CH:35]=2)[CH:29]=[C:28]([CH2:51][CH3:52])[N:27]=1.Cl.[CH3:54][O:55][NH2:56].Cl.C1(C)C=CC=CC=1>C(O)C.C(OCC)(=O)C>[CH3:1][O:2][C:3]1[CH:8]=[C:7]([CH2:9][NH:10][CH2:11][CH2:12][CH2:13][NH:14][CH2:15][CH2:16][CH2:17][CH2:18][NH:19][CH2:20][CH2:21][CH2:22][NH2:23])[CH:6]=[CH:5][C:4]=1[OH:24].[Cl:25][C:26]1[N:31]=[C:30]([NH:32][CH:33]([CH2:49][CH3:50])[C:34]2[CH:35]=[CH:36][C:37]([O:40][CH2:41][CH:42]=[N:56][O:55][CH3:54])=[CH:38][CH:39]=2)[CH:29]=[C:28]([CH2:51][CH3:52])[N:27]=1 |f:0.1,2.3,8.9|. Reported procedure: To a solution of 1.0 g of dl-5-chloro-6-ethyl-4-[α-ethyl-4-(2,2-diethoxyethoxy)benzyl]aminopyrimidine obtained in Example 19 dissolved in 40 ml of ethanol was added 0.4 g of methoxyamine hydrochloride. Then, after addition of a catalytic amount of a 6N hydrochloric acid, the mixture was stirred at 60° C. for 2 hours. After completion of the reaction, the solvent was distilled off under reduced pressure and extracted with ethyl acetate. Then, the extract was washed with water, dried over anhydrou... The reactants are C[C@]12CC[C@@H]3C=4C=CC(=CC4CC[C@H]3[C@@H]1CC[C@@H]2O)O (Estradiol), C(C)(C)O (isopropyl alcohol), PEVA, polyethylene-co-vinyl acetate, poly-n-butyl methacrylate, C[C@]12CC[C@@H]3C=4C=CC(=CC4CC[C@H]3[C@@H]1CC[C@@H]2O)O (estradiol). Solvent: O1CCCC1 (tetrahydrofuran), O1CCCC1 (THF). Yields the product C1CCOC1.CC(C)O (THF IPA). RXN SMILES: C[C@@:2]12[C@@H:18]([OH:19])[CH2:17]C[C@H]1[C@H]1[C@@H]([C:6]3C=C[C:9]([OH:20])=[CH:10][C:11]=3CC1)CC2.C(O)(C)C>O1CCCC1>[CH2:10]1[CH2:9][O:20][CH2:6][CH2:11]1.[CH3:17][CH:18]([OH:19])[CH3:2] |f:3.4|. Procedure: Estradiol, polyethylene-co-vinyl acetate (PEVA) (33% vinyl acetate), and poly-n-butyl methacrylate (PBMA) were combined in equal weight proportions in a solution that was 90% tetrahydrofuran (THF) and 10% isopropyl alcohol (IPA). The resulting solution had a total solids concentration of 40 mg/ml (33% PEVA/33% PBMA/33% estradiol). The resulting solution was below the saturation point for estradiol in a solvent of 90% THF/10% IPA at ambient temperature (approximately 21-22° C.). Reactants: O1C(CN2CCC(CC2)C2=NOC3=C2C=CC(=C3)F)C1 (N-(2,3-epoxypropyl)-4-(6-fluoro-1,2-benzisoxazol-3-yl)piperidine), C(\C=C\C(=O)O)(=O)O (fumaric acid). Run in C(C)O (ethanol), C(C)(C)O (isopropyl alcohol). Product: C(\C=C\C(=O)O)(=O)O.FC1=CC2=C(C(=NO2)C2CCN(CC2)CC(CN2CCCC3=CC=CC=C23)O)C=C1.FC1=CC2=C(C(=NO2)C2CCN(CC2)CC(CN2CCCC3=CC=CC=C23)O)C=C1 (N-[3-[4-(6-Fluoro-1,2-benzisoxazol-3-yl)-1-piperidinyl)-2-hydroxy-1-propyl]-1,2,3,4-tetrahydroquinoline hemifumarate). The yield is 65.7%. RXN SMILES: [O:1]1[CH2:20][CH:2]1[CH2:3][N:4]1[CH2:9][CH2:8][CH:7]([C:10]2[C:14]3[CH:15]=[CH:16][C:17]([F:19])=[CH:18][C:13]=3[O:12][N:11]=2)[CH2:6][CH2:5]1.[C:21]([OH:28])(=[O:27])/[CH:22]=[CH:23]/[C:24]([OH:26])=[O:25]>C(O)(C)C.C(O)C>[C:21]([OH:28])(=[O:27])/[CH:22]=[CH:23]/[C:24]([OH:26])=[O:25].[F:19][C:17]1[CH:16]=[CH:15][C:14]2[C:10]([CH:7]3[CH2:8][CH2:9][N:4]([CH2:3][CH:2]([OH:1])[CH2:20][N:4]4[C:5]5[C:24](=[CH:9][CH:8]=[CH:7][CH:6]=5)[CH2:23][CH2:22][CH2:21]4)[CH2:5][CH2:6]3)=[N:11][O:12][C:13]=2[CH:18]=1.[F:19][C:17]1[CH:16]=[CH:15][C:14]2[C:10]([CH:7]3[CH2:8][CH2:9][N:4]([CH2:3][CH:2]([OH:1])[CH2:20][N:11]4[C:10]5[C:24](=[CH:17][CH:18]=[CH:13][CH:14]=5)[CH2:23][CH2:22][CH2:21]4)[CH2:5][CH2:6]3)=[N:11][O:12][C:13]=2[CH:18]=1 |f:4.5.6|. Procedure: A stirred mixture of N-(2,3-epoxypropyl)-4-(6-fluoro-1,2-benzisoxazol-3-yl)piperidine (2.41 g, 8.73 mmol), 1,2,3,4-tetrahydroquin 3line (1.33 g, 10 mmol, in isopropyl alcohol (50 ml) was heated at reflux for 6 hours. The solution was cooled and the solvent was removed on a rotary evaporator. The crude solid was purified by flash chromatography over a silica gel column (SiO2, 40 g, eluted with methylene chloride DCM, and 1-3% MeOH in DCM). The product thus purified weighed 2.0 g. This material wa...